From a dataset of the Open Reaction Database (ORD), a public repository of structured organic reaction records. describe an organic reaction: reactants, conditions, products, and yield The reactants are NCC1=NC(=C2N=CN(C2=N1)[C@@H]1O[C@@H]([C@H]([C@H]1O)O)COC)NCC(C1=CC=CC=C1)C1=CC=CC=C1 ((2R,3R,4S,5R)-2-{2-(aminomethyl)-6-[(2,2-diphenylethyl)amino}-9H-purin-9-yl}-5-(methoxymethyl)tetrahydro-3,4-furandiol), COCC=O (2-methoxyacetaldehyde), C(C)(=O)O[BH-](OC(C)=O)OC(C)=O.[Na+] (sodium triacetoxyborohydride). Run in O1CCCC1 (tetrahydrofuran). Yields the product C1(=CC=CC=C1)C(CNC1=C2N=CN(C2=NC(=N1)CNCCOC)[C@@H]1O[C@@H]([C@H]([C@H]1O)O)COC)C1=CC=CC=C1 ((2R,3R,4S,5R)-2-(6-[(2,2-Diphenylethyl)amino]-2-{[(2-methoxyethyl)amino]methyl}-9H-purin-9-yl)-5-(methoxymethyl)tetrahydro-3,4-furandiol). Yield: 36.2%. Reaction SMILES: [NH2:1][CH2:2][C:3]1[N:11]=[C:10]2[C:6]([N:7]=[CH:8][N:9]2[C@H:12]2[C@H:16]([OH:17])[C@H:15]([OH:18])[C@@H:14]([CH2:19][O:20][CH3:21])[O:13]2)=[C:5]([NH:22][CH2:23][CH:24]([C:31]2[CH:36]=[CH:35][CH:34]=[CH:33][CH:32]=2)[C:25]2[CH:30]=[CH:29][CH:28]=[CH:27][CH:26]=2)[N:4]=1.[CH3:37][O:38][CH2:39][CH:40]=O.C(O[BH-](OC(=O)C)OC(=O)C)(=O)C.[Na+]>O1CCCC1>[C:25]1([CH:24]([C:31]2[CH:36]=[CH:35][CH:34]=[CH:33][CH:32]=2)[CH2:23][NH:22][C:5]2[N:4]=[C:3]([CH2:2][NH:1][CH2:40][CH2:39][O:38][CH3:37])[N:11]=[C:10]3[C:6]=2[N:7]=[CH:8][N:9]3[C@H:12]2[C@H:16]([OH:17])[C@H:15]([OH:18])[C@@H:14]([CH2:19][O:20][CH3:21])[O:13]2)[CH:26]=[CH:27][CH:28]=[CH:29][CH:30]=1 |f:2.3|. Procedure: The title compound was prepared by a similar method to example 5 using (2R,3R,4S,5R)-2-{2-(aminomethyl)-6-[(2,2-diphenylethyl)amino}-9H-purin-9-yl}-5-(methoxymethyl)tetrahydro-3,4-furandiol (320 mg, 0.63 mmol) (example 1), 2-methoxyacetaldehyde (53 mg, 0.63 mmol) and sodium triacetoxyborohydride (210 mg, 0.95 mmol) in tetrahydrofuran (22 ml). The product was purified by column chromatography on silica gel eluting with a solvent system of dichloromethane:methanol:ammonia (92:8:0.4) to give the ti... Reactants: [BH3-]C#N, CO, NCC(O)c1ccc(F)c(Cl)c1, [Na+], COC(=O)Cc1ccc(OCC(C)=O)cc1, c1ccccc1. Product: COC(=O)Cc1ccc(OCC(C)NCC(O)c2ccc(F)c(Cl)c2)cc1. RXN SMILES: [C:35]([BH3-:36])#[N:37].[CH3:39][OH:40].[NH2:1][CH2:2][CH:3]([OH:4])[c:5]1[cH:6][c:7]([Cl:12])[c:8]([F:11])[cH:9][cH:10]1.[Na+:38].[O:13]=[C:14]([CH2:15][O:16][c:17]1[cH:18][cH:19][c:20]([CH2:23][C:24](=[O:25])[O:26][CH3:27])[cH:21][cH:22]1)[CH3:28].[cH:29]1[cH:30][cH:31][cH:32][cH:33][cH:34]1>>[NH:1]([CH2:2][CH:3]([OH:4])[c:5]1[cH:6][c:7]([Cl:12])[c:8]([F:11])[cH:9][cH:10]1)[CH:14]([CH2:15][O:16][c:17]1[cH:18][cH:19][c:20]([CH2:23][C:24](=[O:25])[O:26][CH3:27])[cH:21][cH:22]1)[CH3:28].